This data is from the Open Reaction Database (ORD), a public repository of structured organic reaction records. The task is: describe an organic reaction: reactants, conditions, products, and yield Reactants: C(C)(=O)OCC (ethyl acetate), CC=1C=CC=C2COC(C12)=O (7-methyl-1(3H)-isobenzofuranone), [BH4-].[Li+] (lithium borohydride), aqueous solution, Cl (hydrochloric acid). Run in O1CCCC1 (tetrahydrofuran), CCCCCC (hexane). Run at temperature 0 celsius, time 2 hour. The product is CC1=C(C(=CC=C1)CO)CO (3-Methyl-1,2-benzenedimethanol). Yield: 19.0%. Reaction SMILES: [CH3:1][C:2]1[CH:3]=[CH:4][CH:5]=[C:6]2[C:10]=1[C:9](=[O:11])[O:8][CH2:7]2.[BH4-].[Li+].Cl.C(OCC)(=O)C>O1CCCC1.CCCCCC>[CH3:1][C:2]1[CH:3]=[CH:4][CH:5]=[C:6]([CH2:7][OH:8])[C:10]=1[CH2:9][OH:11] |f:1.2|. Procedure details: A solution of the 7-methyl-1(3H)-isobenzofuranone obtained above in tetrahydrofuran (80 ml) was cooled to 0° C., and lithium borohydride (1.90 g, 87.2 mmol) was added thereto. The mixture was stirred at 60° C. for 2 hours, then cooled to 0° C., and a 2N aqueous solution of hydrochloric acid (50 ml) was added dropwise. The product was extracted with ethyl acetate, and the solvent was evaporated under reduced pressure to give an oily residue. The residue was subjected to chromatography on a silica... Reactants: C[C@H]1[C@@H](C(N1P(OC)([O-])=O)=O)NC(=O)OC(C)(C)C ((3S-trans)-[4-Methyl-2-oxo-3-[[(1,1-dimethylethoxy)carbonyl]amino]-1-azetidinyl]phosphonic aicd, methyl ester), [K] (potassium), FC(C(=O)O)(F)F (trifluoracetic acid). Run in C1(=CC=CC=C1)OC (anisole). Reaction conditions: time 1.25 hour. The product is FC(C(=O)O)(F)F.N[C@@H]1C(N([C@H]1C)P(OC)(O)=O)=O ((3S-trans)-[3-Amino-4-methyl-2-oxo-1-azetidinyl)phosphonic acid, methyl ester, trifluoroacetate salt). Reaction SMILES: [CH3:1][C@@H:2]1[N:5]([P:6](=[O:10])([O-:9])[O:7][CH3:8])[C:4](=[O:11])[C@H:3]1[NH:12]C(OC(C)(C)C)=O.[K].[F:21][C:22]([F:27])([F:26])[C:23]([OH:25])=[O:24]>C1(OC)C=CC=CC=1>[F:21][C:22]([F:27])([F:26])[C:23]([OH:25])=[O:24].[NH2:12][C@H:3]1[C@H:2]([CH3:1])[N:5]([P:6](=[O:9])([OH:10])[O:7][CH3:8])[C:4]1=[O:11] |f:4.5,^1:19|. Procedure: (3S-trans)-[4-Methyl-2-oxo-3-[[(1,1-dimethylethoxy)carbonyl]amino]-1-azetidinyl]phosphonic aicd, methyl ester, potassium salt (300 mg) suspended in dry anisole (0.3 ml), under a nitrogen atmosphere, was cooled to 0°-5° C. and trifluoracetic acid (3 ml) was added while stirring. After 1.25 hours, trifluoroacetic acid was removed in vacuo without heating and residual acid was chased under reduced pressure with toluene. The residual oil was solidified and triturated with ether yielding a powder. Reactants: CCOC(C)=O, Cc1cc(C)cc(N)c1, N#C[S-]. The product is Cc1cc(N)cc(C)c1SC#N. RXN SMILES: [CH3:13][CH2:14][O:15][C:16](=[O:17])[CH3:18].[CH3:4][c:5]1[cH:6][c:7]([NH2:8])[cH:9][c:10]([CH3:12])[cH:11]1.[S-:1][C:2]#[N:3]>>[S:1]([C:2]#[N:3])[c:11]1[c:5]([CH3:4])[cH:6][c:7]([NH2:8])[cH:9][c:10]1[CH3:12].